This data is from the Open Reaction Database (ORD), a public repository of structured organic reaction records. The task is: describe an organic reaction: reactants, conditions, products, and yield RXN SMILES: [CH:1](=[O:2])[CH:3]1[CH2:4][N:5]([CH:14]([C:15](=[O:16])[OH:17])[CH:18]2[CH2:19][CH2:20][CH2:21][CH2:22][CH2:23]2)[CH2:6][CH:7]1[c:8]1[cH:9][cH:10][cH:11][cH:12][cH:13]1.[ClH:24].[cH:25]1[cH:26][cH:27][cH:28][c:29]2[c:30]1[CH2:31][CH2:32][N:33]([CH:37]1[CH2:38][CH2:39][NH:40][CH2:41][CH2:42]1)[C:34](=[O:36])[O:35]2>>[CH2:1]([CH:3]1[CH2:4][N:5]([CH:14]([C:15](=[O:16])[OH:17])[CH:18]2[CH2:19][CH2:20][CH2:21][CH2:22][CH2:23]2)[CH2:6][CH:7]1[c:8]1[cH:9][cH:10][cH:11][cH:12][cH:13]1)[N:40]1[CH2:39][CH2:38][CH:37]([N:33]2[CH2:32][CH2:31][c:30]3[cH:25][cH:26][cH:27][cH:28][c:29]3[O:35][C:34]2=[O:36])[CH2:42][CH2:41]1. Starting materials: O=CC1CN(C(C(=O)O)C2CCCCC2)CC1c1ccccc1, Cl, O=C1Oc2ccccc2CCN1C1CCNCC1. Yields the product O=C(O)C(C1CCCCC1)N1CC(CN2CCC(N3CCc4ccccc4OC3=O)CC2)C(c2ccccc2)C1.